Dataset: the Open Reaction Database (ORD), a public repository of structured organic reaction records. Task: describe an organic reaction: reactants, conditions, products, and yield Reactants: CN(C=O)C (N,N-dimethylformamide), NC1=C(C=C(C(=N1)N1C=C(C(C2=CC(=C(C(=C12)Br)F)F)=O)C(=O)O)F)F (1-(6-amino-3,5-difluoropyridine-2-yl)-8-bromo-6,7-difluoro-4-oxo-1,4-dihydroquinoline-3-carboxylic acid), Cl.OC1CNC1 (3-hydroxyazetidine hydrochloride), CN1CCCC1 (N-methy-lpyrrolidine). The reagents and catalysts are C(C)O (ethanol). Solvent: C(C)O (ethanol). Conditions: temperature 85 celsius, time 25 minute. Product: NC1=C(C=C(C(=N1)N1C=C(C(C2=CC(=C(C(=C12)Br)N1CC(C1)O)F)=O)C(=O)O)F)F (1-(6-amino-3,5-difluoropyridine-2-yl)-8-bromo-6-fluoro-7-(3-hydroxyazetidine-1-yl)-4-oxo-1,4-dihydroquinoline-3-carboxylic acid). Yield: 81.8%. RXN SMILES: CN(C)C=O.[NH2:6][C:7]1[N:12]=[C:11]([N:13]2[C:22]3[C:17](=[CH:18][C:19]([F:25])=[C:20](F)[C:21]=3[Br:23])[C:16](=[O:26])[C:15]([C:27]([OH:29])=[O:28])=[CH:14]2)[C:10]([F:30])=[CH:9][C:8]=1[F:31].Cl.[OH:33][CH:34]1[CH2:37][NH:36][CH2:35]1.CN1CCCC1>C(O)C>[NH2:6][C:7]1[N:12]=[C:11]([N:13]2[C:22]3[C:17](=[CH:18][C:19]([F:25])=[C:20]([N:36]4[CH2:37][CH:34]([OH:33])[CH2:35]4)[C:21]=3[Br:23])[C:16](=[O:26])[C:15]([C:27]([OH:29])=[O:28])=[CH:14]2)[C:10]([F:30])=[CH:9][C:8]=1[F:31] |f:2.3|. Procedure: To 270 mg of N,N-dimethylformamide were added 110 mg of 1-(6-amino-3,5-difluoropyridine-2-yl)-8-bromo-6,7-difluoro-4-oxo-1,4-dihydroquinoline-3-carboxylic acid, 50 mg of 3-hydroxyazetidine hydrochloride, and 100 mg of N-methy-lpyrrolidine together with 3 drops of ethanol, and the mixture was stirred at 85° C. for 25 minutes. After adding 0.5 ml of ethanol, the solution was allowed to cool, and the precipitate was collected by filtration and washed with ethanol and diisopropylether successively t...